The task is: describe an organic reaction: reactants, conditions, products, and yield. This data is from the Open Reaction Database (ORD), a public repository of structured organic reaction records. Starting materials: BrCc1ccccc1, Oc1ccc(Cl)cc1Br, O=C([O-])[O-], [K+], [K+], CN(C)C=O. The product is Clc1ccc(OCc2ccccc2)c(Br)c1. As a reaction SMILES: [Br:1][CH2:2][c:3]1[cH:4][cH:5][cH:6][cH:7][cH:8]1.[Br:9][c:10]1[c:11]([OH:17])[cH:12][cH:13][c:14]([Cl:16])[cH:15]1.[C:18](=[O:19])([O-:20])[O-:21].[K+:22].[K+:23].[O:24]=[CH:25][N:26]([CH3:27])[CH3:28]>>[CH2:2]([c:3]1[cH:4][cH:5][cH:6][cH:7][cH:8]1)[O:17][c:11]1[c:10]([Br:9])[cH:15][c:14]([Cl:16])[cH:13][cH:12]1. Starting materials: OC1=NSC2=C1CN(CC2)C(=O)OC (methyl 3-hydroxy-4,5,6,7-tetrahydroisothiazolo[4,5-c]pyridine-5-carboxylate), [N+](=[N-])=C (diazomethane). The solvent is CCOCC (ether), C(C)O (ethanol). Conditions: time 1 hour. Yields the product COC1=NSC2=C1CN(CC2)C(=O)OC (Methyl 3-methoxy-4,5,6,7-tetrahydroisothiazolo[4,5-c]pyridine-5-carboxylate). Reaction SMILES: [OH:1][C:2]1[C:6]2[CH2:7][N:8]([C:11]([O:13][CH3:14])=[O:12])[CH2:9][CH2:10][C:5]=2[S:4][N:3]=1.[N+](=[CH2:17])=[N-]>CCOCC.C(O)C>[CH3:17][O:1][C:2]1[C:6]2[CH2:7][N:8]([C:11]([O:13][CH3:14])=[O:12])[CH2:9][CH2:10][C:5]=2[S:4][N:3]=1. Procedure details: To a solution of 1.60 g (7.5 mmol) of methyl 3-hydroxy-4,5,6,7-tetrahydroisothiazolo[4,5-c]pyridine-5-carboxylate (1)1 in ether (50 ml) and ethanol (2 ml) was added an excess of diazomethane. The mixture was stirred at room temperature for 1 hour, and the excess of diazomethane was destroyed by addition of glacial acetic acid. The mixture was evaporated in vacuo and the residue submitted to column chromatography on silica gel (eluent: toluene-ethyl acetate) yielding 890 mg of the title compound ... RXN SMILES: [Na].[C:2]([O:10][CH2:11][CH3:12])(=[O:9])[CH2:3][C:4]([O:6][CH2:7][CH3:8])=[O:5].[CH2:13]([CH:16]1[CH2:21][CH2:20][CH:19](Br)[CH2:18][CH2:17]1)[CH2:14][CH3:15]>C(O)C>[CH2:13]([CH:16]1[CH2:21][CH2:20][CH:19]([CH:3]([C:4]([O:6][CH2:7][CH3:8])=[O:5])[C:2]([O:10][CH2:11][CH3:12])=[O:9])[CH2:18][CH2:17]1)[CH2:14][CH3:15] |^1:0|. The yield is 43.2%. Solvent: C(C)O (ethanol). Procedure details: 31 g (1.35 mol) of sodium was dissolved in 660 cm3 of anhydrous ethanol, after which 216 g (1.35 mol) of diethyl malonate and then 180 g (0.88 mol) of 4-propylbromocyclohexane were added in single additions, and it was refluxed for 10 hours on a hot water bath. The reactant was cooled to room temperature, and after filtering the NaBr crystals that had formed, the ethanol in the filtrate was removed. Water was added to the residue, it was extracted with chloroform, and washed with water. The chlo... Starting materials: C(CC(=O)OCC)(=O)OCC (diethyl malonate), C(CC)C1CCC(CC1)Br (4-propylbromocyclohexane), [Na] (sodium). Product: C(CC)C1CCC(CC1)C(C(=O)OCC)C(=O)OCC (diethyl 4-propylcyclohexylmalonate). Reactants: [K+], [K+], CCOC(=O)COc1c(N)nc(C=Cc2ccccc2)nc1Cl, O=C([O-])[O-], CN(C)C=O. As a reaction SMILES: [K+:24].[K+:25].[NH2:1][c:2]1[n:3][c:4]([CH:16]=[CH:17][c:18]2[cH:19][cH:20][cH:21][cH:22][cH:23]2)[n:5][c:6]([Cl:15])[c:7]1[O:8][CH2:9][C:10](=[O:11])[O:12][CH2:13][CH3:14].[O-:26][C:27]([O-:28])=[O:29].[O:30]=[CH:31][N:32]([CH3:33])[CH3:34]>>[NH:1]1[c:2]2[n:3][c:4]([CH:16]=[CH:17][c:18]3[cH:19][cH:20][cH:21][cH:22][cH:23]3)[n:5][c:6]([Cl:15])[c:7]2[O:8][CH2:9][C:10]1=[O:11]. Product: O=C1COc2c(Cl)nc(C=Cc3ccccc3)nc2N1. Reactants: C(C)OC(CC(C(C)C)=O)=O (4-methyl-3-oxo-pentanoic acid ethyl ester), SO2Cl2, [NH4+].[OH-] (NH4OH), NC(=S)N (thiourea). The solvent is ClCCl (dichloromethane). Run at time 1 hour. Yields the product C(C)OC(=O)C1=C(N=C(S1)N)C(C)C (2-Amino-4-isopropyl-thiazole-5-carboxylic acid ethyl ester). Yield: 91.6%. Reaction SMILES: [CH2:1]([O:3][C:4](=[O:11])[CH2:5][C:6](=O)[CH:7]([CH3:9])[CH3:8])[CH3:2].[NH2:12][C:13]([NH2:15])=[S:14].[NH4+].[OH-]>ClCCl>[CH2:1]([O:3][C:4]([C:5]1[S:14][C:13]([NH2:15])=[N:12][C:6]=1[CH:7]([CH3:9])[CH3:8])=[O:11])[CH3:2] |f:2.3|. Reported procedure: To a solution of 4-methyl-3-oxo-pentanoic acid ethyl ester (10 g, 63.2 mmol) in dichloromethane (150 mL) at 0° C. is added SO2Cl2 (5.64 mL, 69.5 mmol). The reaction mixture is stirred at ambient temperature for 1 hour. The reaction mixture is extracted with water (30 mL). To the aqueous layer is added 1,4-dioxane (60 mL) followed by thiourea (8.8 g, 63.2 mmol). The mixture is stirred at 80° C. overnight and cooled to room temperature. The reaction mixture is adjusted to pH 12 with conc. NH4OH an... The reactants are O(CC)C=1C=C(C=C(C1OCC)OCC)C=1C=CC(=NC1)N1CCN(CCC1)C1=NC=C(C=C1)C1=CC(=C(C(=C1)OCC)OCC)OCC (1,4-bis[5-(3,4,5-triethoxylphenyl)-2-pyridyl]hexahydro-1,4-diazepine), CS(=O)(=O)O (methanesulfonic acid). Solvent: C(C)O.C(Cl)(Cl)Cl (ethanol chloroform). The product is CS(=O)(=O)O.CS(=O)(=O)O.COC=1C=C(C=C(C1OC)OC)C=1C=CC(=NC1)N1CCN(CCC1)C1=NC=C(C=C1)C1=CC(=C(C(=C1)OC)OC)OC (1,4-Bis[5-(3,4,5-trimethoxyphenyl)-2-pyridyl]hexahydro-1,4-diazepine dimethanesulfonate), powder. Isolated yield 92.0%. RXN SMILES: [O:1]([C:4]1[CH:5]=[C:6]([C:16]2[CH:17]=[CH:18][C:19]([N:22]3[CH2:28][CH2:27][CH2:26][N:25]([C:29]4[CH:34]=[CH:33][C:32]([C:35]5[CH:40]=[C:39]([O:41][CH2:42]C)[C:38]([O:44][CH2:45]C)=[C:37]([O:47][CH2:48]C)[CH:36]=5)=[CH:31][N:30]=4)[CH2:24][CH2:23]3)=[N:20][CH:21]=2)[CH:7]=[C:8]([O:13][CH2:14]C)[C:9]=1[O:10][CH2:11]C)[CH2:2]C.[CH3:50][S:51]([OH:54])(=[O:53])=[O:52]>C(O)C.C(Cl)(Cl)Cl>[CH3:50][S:51]([OH:54])(=[O:53])=[O:52].[CH3:50][S:51]([OH:54])(=[O:53])=[O:52].[CH3:42][O:41][C:39]1[CH:40]=[C:35]([C:32]2[CH:33]=[CH:34][C:29]([N:25]3[CH2:26][CH2:27][CH2:28][N:22]([C:19]4[CH:18]=[CH:17][C:16]([C:6]5[CH:5]=[C:4]([O:1][CH3:2])[C:9]([O:10][CH3:11])=[C:8]([O:13][CH3:14])[CH:7]=5)=[CH:21][N:20]=4)[CH2:23][CH2:24]3)=[N:30][CH:31]=2)[CH:36]=[C:37]([O:47][CH3:48])[C:38]=1[O:44][CH3:45] |f:2.3,4.5.6|. Reported procedure: To a solution of 1,4-bis[5-(3,4,5-triethoxylphenyl)-2-pyridyl]hexahydro-1,4-diazepine (72.4 g, 0.120 mol) in ethanol-chloroform (1:3, 600 mL) was added methanesulfonic acid (24.9 g, 0.258 mol), and the reaction mixture was concentrated under reduced pressure. The residue was recrystallized from methanol-diethyl ether to yield the title compound as a slightly yellow crystalline powder (melting point: 204.0–206.0° C.) (88.2 g, yield: 92%).